This data is from the Open Reaction Database (ORD), a public repository of structured organic reaction records. The task is: describe an organic reaction: reactants, conditions, products, and yield The reactants are [Cl-], ClCCl, Cl, O=N[O-], CCN1CCC(C)(c2ccc(N)cc2)C1=O, [Na+], O, O, O. The product is CCN1CCC(C)(c2ccc(NN)cc2)C1=O. RXN SMILES: [Cl-:23].[Cl:24][CH2:25][Cl:26].[ClH:27].[N:17]([O-:18])=[O:19].[NH2:1][c:2]1[cH:3][cH:4][c:5]([C:8]2([CH3:16])[C:9](=[O:15])[N:10]([CH2:13][CH3:14])[CH2:11][CH2:12]2)[cH:6][cH:7]1.[Na+:20].[OH2:21].[OH2:22].[OH2:28]>>[NH:1]([c:2]1[cH:3][cH:4][c:5]([C:8]2([CH3:16])[C:9](=[O:15])[N:10]([CH2:13][CH3:14])[CH2:11][CH2:12]2)[cH:6][cH:7]1)[NH2:17].